From a dataset of the Open Reaction Database (ORD), a public repository of structured organic reaction records. describe an organic reaction: reactants, conditions, products, and yield Starting materials: CC(C)=O, O=C(CC1CCC(c2cc(F)ccc2F)(S(=O)(=O)c2ccc(Cl)cc2)CC1)c1cccc(C2OCCO2)c1, O, Cc1ccc(S(=O)(=O)[O-])cc1, c1cc[nH+]cc1. Yields the product O=Cc1cccc(C(=O)CC2CCC(c3cc(F)ccc3F)(S(=O)(=O)c3ccc(Cl)cc3)CC2)c1. RXN SMILES: [CH3:56][C:57](=[O:58])[CH3:59].[Cl:1][c:2]1[cH:3][cH:4][c:5]([S:8](=[O:9])(=[O:10])[C:11]2([c:31]3[c:32]([F:38])[cH:33][cH:34][c:35]([F:37])[cH:36]3)[CH2:12][CH2:13][CH:14]([CH2:17][C:18](=[O:19])[c:20]3[cH:21][c:22]([CH:26]4[O:27][CH2:30][CH2:29][O:28]4)[cH:23][cH:24][cH:25]3)[CH2:15][CH2:16]2)[cH:6][cH:7]1.[OH2:60].[c:39]1([CH3:40])[cH:41][cH:42][c:43]([S:44]([O-:45])(=[O:46])=[O:47])[cH:48][cH:49]1.[nH+:50]1[cH:51][cH:52][cH:53][cH:54][cH:55]1>>[Cl:1][c:2]1[cH:3][cH:4][c:5]([S:8](=[O:9])(=[O:10])[C:11]2([c:31]3[c:32]([F:38])[cH:33][cH:34][c:35]([F:37])[cH:36]3)[CH2:12][CH2:13][CH:14]([CH2:17][C:18](=[O:19])[c:20]3[cH:21][c:22]([CH:26]=[O:27])[cH:23][cH:24][cH:25]3)[CH2:15][CH2:16]2)[cH:6][cH:7]1.